From a dataset of the Open Reaction Database (ORD), a public repository of structured organic reaction records. describe an organic reaction: reactants, conditions, products, and yield Starting materials: FC1=C(C=CC(=C1)B1OC(C(O1)(C)C)(C)C)C=1C=NC(=NC1)N (5-(2-fluoro-4-(4,4,5,5-tetramethyl-1,3,2-dioxaborolan-2-yl)phenyl)pyrimidin-2-amine), BrC1=C(C=CC=C1)NS(=O)(=O)N1CCCC1 (N-(2-bromophenyl)pyrrolidine-1-sulfonamide). The product is NC1=NC=C(C=N1)C1=C(C=C(C=C1)C1=C(C=CC=C1)NS(=O)(=O)N1CCCC1)F (N-[4′-(2-Aminopyrimidin-5-yl)-3′-fluorobiphenyl-2-yl]pyrrolidine-1-sulfonamide). Reaction SMILES: [F:1][C:2]1[CH:7]=[C:6](B2OC(C)(C)C(C)(C)O2)[CH:5]=[CH:4][C:3]=1[C:17]1[CH:18]=[N:19][C:20]([NH2:23])=[N:21][CH:22]=1.Br[C:25]1[CH:30]=[CH:29][CH:28]=[CH:27][C:26]=1[NH:31][S:32]([N:35]1[CH2:39][CH2:38][CH2:37][CH2:36]1)(=[O:34])=[O:33]>>[NH2:23][C:20]1[N:21]=[CH:22][C:17]([C:3]2[CH:4]=[CH:5][C:6]([C:25]3[CH:30]=[CH:29][CH:28]=[CH:27][C:26]=3[NH:31][S:32]([N:35]3[CH2:39][CH2:38][CH2:37][CH2:36]3)(=[O:34])=[O:33])=[CH:7][C:2]=2[F:1])=[CH:18][N:19]=1. Procedure details: The title compound was prepared in a manner similar to that described in Example 571 using 5-(2-fluoro-4-(4,4,5,5-tetramethyl-1,3,2-dioxaborolan-2-yl)phenyl)pyrimidin-2-amine and N-(2-bromophenyl)pyrrolidine-1-sulfonamide MS (ESI): mass calcd. for C20H20FN5O2S, 413.13; m/z found, 414.4 [M+H]+. 1H NMR (500 MHz, CDCl3) δ 8.63 (s, 2H), 7.59 (d, J=8.4, 1H), 7.50 (m, 1H), 7.39 (m, 1H), 7.32-7.29 (m, 2H), 7.24-7.22 (m, 1H), 7.22-7.15 (m, 1H), 6.87-6.79 (m, 2H), 6.36 (s, 1H), 3.37-3.26 (m, 4H), 1.94-1.... Starting materials: CCCC[N+](CCCC)(CCCC)CCCC, C1CCOC1, C=Cc1cc(N(C)C)ccc1-c1ccc(C2(OC)CC(C(=O)OC)N(C(=O)OCC[Si](C)(C)C)C2)cc1, [F-]. The product is C=Cc1cc(N(C)C)ccc1-c1ccc(C2(OC)CNC(C(=O)OC)C2)cc1. Reaction SMILES: [CH2:2]([N+:3]([CH2:4][CH2:5][CH2:6][CH3:7])([CH2:8][CH2:9][CH2:10][CH3:11])[CH2:12][CH2:13][CH2:14][CH3:15])[CH2:16][CH2:17][CH3:18].[CH2:56]1[O:57][CH2:58][CH2:59][CH2:60]1.[CH3:19][N:20]([c:21]1[cH:22][c:23]([CH:53]=[CH2:54])[c:24](-[c:27]2[cH:28][cH:29][c:30]([C:33]3([O:51][CH3:52])[CH2:34][CH:35]([C:47](=[O:48])[O:49][CH3:50])[N:36]([C:38]([O:39][CH2:40][CH2:41][Si:42]([CH3:43])([CH3:44])[CH3:45])=[O:46])[CH2:37]3)[cH:31][cH:32]2)[cH:25][cH:26]1)[CH3:55].[F-:1]>>[CH3:19][N:20]([c:21]1[cH:22][c:23]([CH:53]=[CH2:54])[c:24](-[c:27]2[cH:28][cH:29][c:30]([C:33]3([O:51][CH3:52])[CH2:34][CH:35]([C:47](=[O:48])[O:49][CH3:50])[NH:36][CH2:37]3)[cH:31][cH:32]2)[cH:25][cH:26]1)[CH3:55]. Reactants: O=[Ag-], CC(C)(C)OC(=O)N1CC(O)C(NC(=O)c2ccc(Cl)s2)C1, C1CCOC1, CC#N, CCI. Product: CCOC1CN(C(=O)OC(C)(C)C)CC1NC(=O)c1ccc(Cl)s1. RXN SMILES: [Ag-:34]=[O:35].[C:1]([CH3:2])([CH3:3])([CH3:4])[O:5][C:6](=[O:7])[N:8]1[CH2:9][CH:10]([NH:14][C:15](=[O:16])[c:17]2[s:18][c:19]([Cl:22])[cH:20][cH:21]2)[CH:11]([OH:13])[CH2:12]1.[CH2:29]1[O:30][CH2:31][CH2:32][CH2:33]1.[CH3:26][C:27]#[N:28].[I:23][CH2:24][CH3:25]>>[C:1]([CH3:2])([CH3:3])([CH3:4])[O:5][C:6](=[O:7])[N:8]1[CH2:9][CH:10]([NH:14][C:15](=[O:16])[c:17]2[s:18][c:19]([Cl:22])[cH:20][cH:21]2)[CH:11]([O:13][CH2:24][CH3:25])[CH2:12]1. The reactants are COc1ccc(N)cc1, CO, CC#CS(=O)(=O)c1ccccc1. The product is COc1ccc(NC(C)=CS(=O)(=O)c2ccccc2)cc1. As a reaction SMILES: [CH3:13][O:14][c:15]1[cH:16][cH:17][c:18]([NH2:21])[cH:19][cH:20]1.[CH3:22][OH:23].[c:1]1([S:7](=[O:8])(=[O:9])[C:10]#[C:11][CH3:12])[cH:2][cH:3][cH:4][cH:5][cH:6]1>>[c:1]1([S:7](=[O:8])(=[O:9])[CH:10]=[C:11]([CH3:12])[NH:21][c:18]2[cH:17][cH:16][c:15]([O:14][CH3:13])[cH:20][cH:19]2)[cH:2][cH:3][cH:4][cH:5][cH:6]1. Reactants: O (water), ClC1=C(C=C(CCl)C)C=C(C=C1)[N+](=O)[O-] (2-chloro-5-nitro-α-methylcinnamyl chloride), alkylamine. Solvent: O1CCCC1 (tetrahydrofuran), O1CCCC1 (tetrahydrofuran). Reaction conditions: time 2 hour. Yields the product C(C=C)NC(C(=CC1=C(C=CC(=C1)[N+](=O)[O-])Cl)C)=O (2-chloro-5-nitro-α-methylcinnamic acid-N-allylamide). Isolated yield 81.0%. RXN SMILES: [Cl:1][C:2]1[CH:12]=[CH:11][C:10]([N+:13]([O-:15])=[O:14])=[CH:9][C:3]=1[CH:4]=[C:5]([CH3:8])[CH2:6]Cl.[OH2:16]>O1CCCC1>[CH2:10]([NH:13][C:6](=[O:16])[C:5]([CH3:8])=[CH:4][C:3]1[CH:9]=[C:10]([N+:13]([O-:15])=[O:14])[CH:11]=[CH:12][C:2]=1[Cl:1])[CH:9]=[CH2:3]. Procedure: At 5° to 10° C., 10.4 g (0.04 mol) of 2-chloro-5-nitro-α-methylcinnamyl chloride in 100 ml of tetrahydrofuran was added to 4.6 g (0.08 mol) of alkylamine in 50 ml of tetrahydrofuran. After 2 hours the solvent was stripped off, and the remaining mixture was stirred into water. The solid which formed was isolated. Drying of the solid gave 8.1 g (81% of theory) of 2-chloro-5-nitro-α-methylcinnamic acid-N-allylamide of m.p. 111°-112° C. Reactants: O1C(CCCC1)ONC(=O)[C@@H](C\C=C\C1=CC=CC=C1)[C@H](C(=O)NNCC(C)C)CC(C)C ((E)-2(R)-[1(S)-[(tetrahydro-2(RS)-pyranyloxy)carbamoyl]-4-phenyl-3-butenyl]-2′-isobutyl-4-methylvalerohydrazide), C(C)(C)(C)OC(=O)N1NCCC1 (2-tert.butyloxycarbonyl-pyrazolidine), C(=O)(Cl)Cl (phosgene). Solvent: C1(=CC=CC=C1)C.ClCCl (toluene dichloromethane), C1(=CC=CC=C1)C (toluene), C1(=CC=CC=C1)C (toluene). Run at time 48 hour. Yields the product O1C(CCCC1)ONC(=O)[C@@H](C\C=C\C1=CC=CC=C1)[C@H](C(=O)NN(C(=O)N1N(CCC1)C(=O)OC(C)(C)C)CC(C)C)CC(C)C ((E)-2(R)-[1(S)-[(tetrahydro-2(RS)-pyranyloxy)carbamoyl)-4-phenyl-3-butenyl]-2′-isobutyl-4-methyl-2′-[(2-tert.butyloxycarbonyl-1-pyrazolidinyl)carbonyl]valerohydrazide). RXN SMILES: [C:1]([O:5][C:6]([N:8]1[CH2:12][CH2:11][CH2:10][NH:9]1)=[O:7])([CH3:4])([CH3:3])[CH3:2].[C:13](Cl)(Cl)=[O:14].[O:17]1[CH2:22][CH2:21][CH2:20][CH2:19][CH:18]1[O:23][NH:24][C:25]([C@H:27]([C@@H:37]([CH2:46][CH:47]([CH3:49])[CH3:48])[C:38]([NH:40][NH:41][CH2:42][CH:43]([CH3:45])[CH3:44])=[O:39])[CH2:28]/[CH:29]=[CH:30]/[C:31]1[CH:36]=[CH:35][CH:34]=[CH:33][CH:32]=1)=[O:26]>C1(C)C=CC=CC=1.C1(C)C=CC=CC=1.ClCCl>[O:17]1[CH2:22][CH2:21][CH2:20][CH2:19][CH:18]1[O:23][NH:24][C:25]([C@H:27]([C@@H:37]([CH2:46][CH:47]([CH3:49])[CH3:48])[C:38]([NH:40][N:41]([CH2:42][CH:43]([CH3:44])[CH3:45])[C:13]([N:9]1[CH2:10][CH2:11][CH2:12][N:8]1[C:6]([O:5][C:1]([CH3:4])([CH3:2])[CH3:3])=[O:7])=[O:14])=[O:39])[CH2:28]/[CH:29]=[CH:30]/[C:31]1[CH:36]=[CH:35][CH:34]=[CH:33][CH:32]=1)=[O:26] |f:4.5|. Reported procedure: A solution of 0.241 g of 2-tert.butyloxycarbonyl-pyrazolidine in 5 ml of toluene as added slowly, at 0° C. under nitrogen, to a solution of 0.725 ml of phosgene in 5 ml of toluene. The mixture was allowed to warm to room temperature over 2 hours and then a solution of 0.459 g of (E)-2(R)-[1(S)-[(tetrahydro-2(RS)-pyranyloxy)carbamoyl]-4-phenyl-3-butenyl]-2′-isobutyl-4-methylvalerohydrazide in 5ml toluene/dichloromethane (1:1) was added dropwise. The mixture was stirred for 48 hours at room temper...